Dataset: the Open Reaction Database (ORD), a public repository of structured organic reaction records. Task: describe an organic reaction: reactants, conditions, products, and yield The reactants are O1CCCC1 (tetrahydrofuran), [OH-].[Na+] (sodium hydroxide), O1CCCC1 (tetrahydrofuran), [H-].[Al+3].[Li+].[H-].[H-].[H-] (lithium aluminum hydride), C1C=CC2=CC=CC(=C12)OCC1CN(C(CO1)=O)C1=CC=CC=C1 (2-(7-indenyloxymethyl)-4-phenylmorpholin -5-one), [H-].[Al+3].[Li+].[H-].[H-].[H-] (lithium aluminum hydride). The solvent is O (water), O (water). Product: C1C=CC2=CC=CC(=C12)OCC1CN(CCO1)C1=CC=CC=C1 (2-(7-indenyloxymethyl)-4-phenylmorpholine). RXN SMILES: O1CCCC1.[H-].[Al+3].[Li+].[H-].[H-].[H-].[CH2:12]1[C:20]2[C:15](=[CH:16][CH:17]=[CH:18][C:19]=2[O:21][CH2:22][CH:23]2[O:28][CH2:27][C:26](=O)[N:25]([C:30]3[CH:35]=[CH:34][CH:33]=[CH:32][CH:31]=3)[CH2:24]2)[CH:14]=[CH:13]1.[OH-].[Na+]>O>[CH2:12]1[C:20]2[C:15](=[CH:16][CH:17]=[CH:18][C:19]=2[O:21][CH2:22][CH:23]2[O:28][CH2:27][CH2:26][N:25]([C:30]3[CH:35]=[CH:34][CH:33]=[CH:32][CH:31]=3)[CH2:24]2)[CH:14]=[CH:13]1 |f:1.2.3.4.5.6,8.9|. Reported procedure: In 200 ml. of anhydrous tetrahydrofuran was suspended 3.0 g. of lithium aluminum hydride and after adding slowly to the suspension with stirring a solution prepared by dissolving 14.5 g. of 2-(7-indenyloxymethyl)-4-phenylmorpholin -5-one in 100 ml. of anhydrous tetrahydrofuran, the mixture was stirred overnight at room temperature. To the reaction mixture obtained were added successively 3 ml. of water, 3 ml. of a 15% sodium hydroxide aqueous solution, and then 9 ml. of water to decompose excess... Reactants: CCn1nc(-c2ccccc2)c(C(C)=O)c([N+](=O)[O-])c1=O, CCO, COc1cc(N)c2ncccc2c1. The product is CCn1nc(-c2ccccc2)c(C(C)=O)c(Nc2cc(OC)cc3cccnc23)c1=O. Reaction SMILES: [C:1]([CH3:2])(=[O:3])[c:4]1[c:5]([N+:19]([O-:20])=[O:21])[c:6](=[O:18])[n:7]([CH2:16][CH3:17])[n:8][c:9]1-[c:10]1[cH:11][cH:12][cH:13][cH:14][cH:15]1.[CH3:35][CH2:36][OH:37].[NH2:22][c:23]1[cH:24][c:25]([O:33][CH3:34])[cH:26][c:27]2[cH:28][cH:29][cH:30][n:31][c:32]12>>[C:1]([CH3:2])(=[O:3])[c:4]1[c:5]([NH:19][c:23]2[cH:24][c:25]([O:33][CH3:34])[cH:26][c:27]3[cH:28][cH:29][cH:30][n:31][c:32]23)[c:6](=[O:18])[n:7]([CH2:16][CH3:17])[n:8][c:9]1-[c:10]1[cH:11][cH:12][cH:13][cH:14][cH:15]1. Starting materials: BrC=1C=C2C=NN(C2=CC1)C1OCCCC1 (5-bromo-1-(tetrahydro-2H-pyran-2-yl)-1H-indazole), BrC=1C=C2C=NN(C2=CC1)C1OCCCC1 (5-bromo-1-(tetrahydro-2H-pyran-2-yl)-1H-indazole), CC(CC#C)C (4-methylpent-1-yne). The reagents and catalysts are Cl[Pd]([P](C1=CC=CC=C1)(C2=CC=CC=C2)C3=CC=CC=C3)([P](C4=CC=CC=C4)(C5=CC=CC=C5)C6=CC=CC=C6)Cl (Pd(PPh3)2Cl2), [Cu]I (CuI). The solvent is C(C)N(CC)CC (triethylamine), CCOC(=O)C (EtOAc). Reaction conditions: temperature 80 celsius, time 16 hour. The product is CC(CC#CC=1C=C2C=NN(C2=CC1)C1OCCCC1)C (5-(4-Methylpent-1-yn-1-yl)-1-(tetrahydro-2H-pyran-2-yl)-1H-indazole). Isolated yield 72.8%. RXN SMILES: Br[C:2]1[CH:3]=[C:4]2[C:8](=[CH:9][CH:10]=1)[N:7]([CH:11]1[CH2:16][CH2:15][CH2:14][CH2:13][O:12]1)[N:6]=[CH:5]2.[CH3:17][CH:18]([CH3:22])[CH2:19][C:20]#[CH:21]>C(N(CC)CC)C.CCOC(C)=O.Cl[Pd](Cl)([P](C1C=CC=CC=1)(C1C=CC=CC=1)C1C=CC=CC=1)[P](C1C=CC=CC=1)(C1C=CC=CC=1)C1C=CC=CC=1.[Cu]I>[CH3:17][CH:18]([CH3:22])[CH2:19][C:20]#[C:21][C:2]1[CH:3]=[C:4]2[C:8](=[CH:9][CH:10]=1)[N:7]([CH:11]1[CH2:16][CH2:15][CH2:14][CH2:13][O:12]1)[N:6]=[CH:5]2 |^1:38,57|. Procedure: To a mixture of 5-bromo-1-(tetrahydro-2H-pyran-2-yl)-1H-indazole (3.0 g, 10.7 mmol; Intermediate 1), Pd(PPh3)2Cl2 (1.03 g, 1.07 mmol) and CuI (203 mg, 1.07 mmol) in triethylamine (30 mL), was added 4-methylpent-1-yne (2.23 g, 27.8 mmol) under N2 atmosphere. The resulting mixture was stirred at 80° C. for 16 hours under N2 atmosphere. Upon completion, the reaction mixture was diluted with EtOAc and filtered. The filtrate was washed with water (3×10 mL), dried over Na2SO4 and concentrated in vacuo... Isolated yield 68.4%. As a reaction SMILES: Br.[CH2:2]([CH:4]1[O:9][CH:8]([C:10]2[CH:15]=[CH:14][CH:13]=[C:12]([O:16]C)[CH:11]=2)[CH2:7][N:6]([CH2:18][CH2:19][CH3:20])[CH2:5]1)[CH3:3]>ClCCl.CO>[CH2:2]([CH:4]1[CH2:5][N:6]([CH2:18][CH2:19][CH3:20])[CH2:7][CH:8]([C:10]2[CH:11]=[C:12]([OH:16])[CH:13]=[CH:14][CH:15]=2)[O:9]1)[CH3:3] |f:2.3|. The solvent is ClCCl.CO (dichloromethane methanol). The reactants are Br (Hydrobromic acid), C(C)C1CN(CC(O1)C1=CC(=CC=C1)OC)CCC (2-Ethyl-6-(3-methoxy-phenyl)-4-propyl-morpholine). The product is C(C)C1OC(CN(C1)CCC)C=1C=C(C=CC1)O (3-(6-Ethyl-4-propyl-morpholin-2-yl)-phenol). Procedure details: Hydrobromic acid (48% aq., 5 mL) and the product from example 46A (0.10 g, 0.38 mmol) were heated at 80° C. for 16 hours. After cooling the reaction mixture was concentrated in vacuo. The residue was partitioned between aqueous ammonia (0.880, 15 mL) and dichloromethane (15 mL), the layers were separated and the aqueous layer re-extracted with dichloromethane (2×15 mL). The organic extracts were combined, dried over anhydrous magnesium sulphate, filtered and concentrated in vacuo. The crude prod... The reactants are C1(CC1)C(C)(C1=CC2=C(OC(O2)(F)F)C=C1)C1=CNC2=C(C=CC=C12)CSC (3-[1-Cyclopropyl-1-(2,2-difluoro-1,3-benzodioxol-5-yl)ethyl]-7-[(methylsulfanyl)methyl]-1H-indole), ClC1=CC=C(C=C1)C(C)(C1CC1)C1=CNC2=C(C=CC=C12)CS(=O)(=O)C (3-[1-(4-Chlorophenyl)-1-cyclopropylethyl]-7-[(methylsulfonyl)methyl]-1H-indole). Product: C1(CC1)C(C)(C1=CC2=C(OC(O2)(F)F)C=C1)C1=CNC2=C(C=CC=C12)CS(=O)(=O)C (3-[1-Cyclopropyl-1-(2,2-difluoro-1,3-benzodioxol-5-yl)ethyl]-7-[(methylsulfonyl)methyl]-1H-indole). RXN SMILES: C1(C(C2C3C(=C(CSC)C=CC=3)NC=2)(C2C=CC3[O:10][C:11]([F:14])([F:13])[O:12]C=3C=2)C)CC1.Cl[C:30]1[CH:35]=[CH:34][C:33]([C:36]([C:41]2[C:49]3[C:44](=[C:45]([CH2:50][S:51]([CH3:54])(=[O:53])=[O:52])[CH:46]=[CH:47][CH:48]=3)[NH:43][CH:42]=2)([CH:38]2[CH2:40][CH2:39]2)[CH3:37])=[CH:32][CH:31]=1>>[CH:38]1([C:36]([C:41]2[C:49]3[C:44](=[C:45]([CH2:50][S:51]([CH3:54])(=[O:53])=[O:52])[CH:46]=[CH:47][CH:48]=3)[NH:43][CH:42]=2)([C:33]2[CH:34]=[CH:35][C:30]3[O:10][C:11]([F:14])([F:13])[O:12][C:31]=3[CH:32]=2)[CH3:37])[CH2:40][CH2:39]1. Reported procedure: The title compound was prepared starting from 33 mg (0.08 mmol) of the compound from Example 190 in analogy to the synthesis of the compound from Example 209. 27 mg (76% of theory) of the target compound were obtained. The reactants are C12CCCCCCCCCCC2OCC1 (13-oxabicyclo[10.3.0]pentadecane), C1(CCCCCCCCCCC1)=O (cyclododecanone), C(#N)CC(=O)O (cyanoacetic acid). Product: C1(=CCCCCCCCCCC1)CC#N (cyclododecenylacetonitrile). RXN SMILES: [CH:1]12[CH2:15][CH2:14]O[CH:12]1[CH2:11][CH2:10][CH2:9][CH2:8][CH2:7][CH2:6][CH2:5][CH2:4][CH2:3][CH2:2]2.C1(=O)CCCCCCCCCCC1.C(CC(O)=O)#[N:30]>>[C:1]1([CH2:15][C:14]#[N:30])[CH2:12][CH2:11][CH2:10][CH2:9][CH2:8][CH2:7][CH2:6][CH2:5][CH2:4][CH2:3][CH:2]=1. Reported procedure: 13-oxabicyclo[10.3.0]pentadecane, a valuable ambergris fragrance, is prepared by reacting cyclododecanone with cyanoacetic acid in the presence of a Knoevenagel catalyst to form cyclododecenylacetonitrile, the nitrile is hydrolyzed to cyclododecenylacetic acid, and the acid is cyclized to the lactone, and the lactone is reduced to the corresponding diol which is cyclized to 13-oxabicyclo[10.3.0]pentadecane. Reactants: CC1=C(C(=NO1)C1=CC=CC=C1)CNC1=NC=C(C(=O)O)C=C1 (6-[(5-methyl-3-phenyl-isoxazol-4-ylmethyl)-amino]-nicotinic acid), F[B-](F)(F)F.N1(N=NC2=C1C=CC=C2)OC(=[N+](C)C)N(C)C (2-(1H-benzotriazole-1-yl)-1,1,3,3-tetramethyluronium tetrafluoroborate), C(C)(C)N(C(C)C)CC (N,N-diisopropyl ethyl amine), C(O)CN (ethanolamine). Run in C(C)(=O)OCC (ethyl acetate), CN(C)C=O (DMF). Conditions: time 2 hour. Product: OCCNC(C1=CN=C(C=C1)NCC=1C(=NOC1C)C1=CC=CC=C1)=O (N-(2-Hydroxy-ethyl)-6-[(5-methyl-3-phenyl-isoxazol-4-ylmethyl)-amino]-nicotinamide). Isolated yield 87.3%. As a reaction SMILES: [CH3:1][C:2]1[O:6][N:5]=[C:4]([C:7]2[CH:12]=[CH:11][CH:10]=[CH:9][CH:8]=2)[C:3]=1[CH2:13][NH:14][C:15]1[CH:23]=[CH:22][C:18]([C:19]([OH:21])=O)=[CH:17][N:16]=1.F[B-](F)(F)F.N1(OC(N(C)C)=[N+](C)C)C2C=CC=CC=2N=N1.C(N(CC)C(C)C)(C)C.[CH2:55]([CH2:57][NH2:58])[OH:56]>C(OCC)(=O)C.CN(C=O)C>[OH:56][CH2:55][CH2:57][NH:58][C:19](=[O:21])[C:18]1[CH:22]=[CH:23][C:15]([NH:14][CH2:13][C:3]2[C:4]([C:7]3[CH:8]=[CH:9][CH:10]=[CH:11][CH:12]=3)=[N:5][O:6][C:2]=2[CH3:1])=[N:16][CH:17]=1 |f:1.2|. Reported procedure: To a mixture of 6-[(5-methyl-3-phenyl-isoxazol-4-ylmethyl)-amino]-nicotinic acid (200 mg, 0.65 mmol) and 2-(1H-benzotriazole-1-yl)-1,1,3,3-tetramethyluronium tetrafluoroborate (228 mg, 0.71 mmol) was added DMF (2 mL). After stirring for 2 min at ambient temperature N,N-diisopropyl ethyl amine (553 μL, 3.23 mmol) and ethanolamine (47 μl, 0.78 mmol) were added and the resulting solution was stirred for 2 h at this temperature. It was diluted with ethyl acetate (15 mL) and washed with water (20 mL)... Starting materials: C(O)([O-])=O.[Na+] (sodium hydrogen carbonate), [BH4-].[Na+] (sodium borohydride), C(C)(=O)O (acetic acid), ClC=1C=C(C=C(C1)Cl)SC1=C(N=C(N1C)COCC=O)C(C)C ([5-(3,5-dichlorophenylthio)-4-isopropyl-1-methyl-1H-imidazol-2-ylmethoxy]acetaldehyde). The solvent is C(C)O (ethanol). Run at time 15 minute. Yields the product ClC=1C=C(C=C(C1)Cl)SC1=C(N=C(N1C)COCCO)C(C)C (2-{[5-(3,5-dichlorophenylthio)-4-isopropyl-1-methyl-1H-imidazol-2-yl]methoxy}ethanol). Isolated yield 65.0%. As a reaction SMILES: [Cl:1][C:2]1[CH:3]=[C:4]([S:9][C:10]2[N:14]([CH3:15])[C:13]([CH2:16][O:17][CH2:18][CH:19]=[O:20])=[N:12][C:11]=2[CH:21]([CH3:23])[CH3:22])[CH:5]=[C:6]([Cl:8])[CH:7]=1.[BH4-].[Na+].C(O)(=O)C.C(=O)([O-])O.[Na+]>C(O)C>[Cl:1][C:2]1[CH:3]=[C:4]([S:9][C:10]2[N:14]([CH3:15])[C:13]([CH2:16][O:17][CH2:18][CH2:19][OH:20])=[N:12][C:11]=2[CH:21]([CH3:23])[CH3:22])[CH:5]=[C:6]([Cl:8])[CH:7]=1 |f:1.2,4.5|. Procedure details: In ethanol (6 ml)was dissolved 220 mg (0.59 mmol)of [5-(3,5-dichlorophenylthio)-4-isopropyl-1-methyl-1H-imidazol-2-ylmethoxy]acetaldehyde (24a), followed by addition of 45 mg (1.2 mmol)of sodium borohydride, and the mixture was stirred for 15 minutes. The reaction mixture was weakly acidified with acetic acid. A saturated aqueous sodium hydrogen carbonate solution was added to neutralize again, and the mixture was extracted with methylene chloride. The extract was washed with water and dried ove... Starting materials: CC(C)(C)c1cc(NC(=O)Nc2cccc(S)c2)no1, COc1cc2ncnc(Cl)c2cc1OCCCl. The product is COc1cc2ncnc(Sc3cccc(NC(=O)Nc4cc(C(C)(C)C)on4)c3)c2cc1OCCCl. RXN SMILES: [C:1]([CH3:2])([CH3:3])([CH3:4])[c:5]1[cH:6][c:7]([NH:10][C:11](=[O:12])[NH:13][c:14]2[cH:15][c:16]([SH:20])[cH:17][cH:18][cH:19]2)[n:8][o:9]1.[Cl:21][c:22]1[n:23][cH:24][n:25][c:26]2[cH:27][c:28]([O:36][CH3:37])[c:29]([O:32][CH2:33][CH2:34][Cl:35])[cH:30][c:31]12>>[C:1]([CH3:2])([CH3:3])([CH3:4])[c:5]1[cH:6][c:7]([NH:10][C:11](=[O:12])[NH:13][c:14]2[cH:15][c:16]([S:20][c:22]3[n:23][cH:24][n:25][c:26]4[cH:27][c:28]([O:36][CH3:37])[c:29]([O:32][CH2:33][CH2:34][Cl:35])[cH:30][c:31]34)[cH:17][cH:18][cH:19]2)[n:8][o:9]1. The product is [O-][n+]1cc2nc(N3CCN(Cc4ccccc4)CC3)cn2c2c1C(c1ccccc1)=CCN2. As a reaction SMILES: [CH2:22]([c:23]1[cH:24][cH:25][cH:26][cH:27][cH:28]1)[N:29]1[CH2:30][CH2:31][NH:32][CH2:33][CH2:34]1.[CH:35]([OH:36])([CH3:37])[CH3:38].[Cl:1][c:2]1[n:3][c:4]2[n:5]([c:6]3[c:7]([n+:8]([O-:10])[cH:9]2)[C:11]([c:15]2[cH:16][cH:17][cH:18][cH:19][cH:20]2)=[CH:12][CH2:13][NH:14]3)[cH:21]1>>[c:2]1([N:32]2[CH2:31][CH2:30][N:29]([CH2:22][c:23]3[cH:24][cH:25][cH:26][cH:27][cH:28]3)[CH2:34][CH2:33]2)[n:3][c:4]2[n:5]([c:6]3[c:7]([n+:8]([O-:10])[cH:9]2)[C:11]([c:15]2[cH:16][cH:17][cH:18][cH:19][cH:20]2)=[CH:12][CH2:13][NH:14]3)[cH:21]1. Starting materials: c1ccc(CN2CCNCC2)cc1, CC(C)O, [O-][n+]1cc2nc(Cl)cn2c2c1C(c1ccccc1)=CCN2.